This data is from the Open Reaction Database (ORD), a public repository of structured organic reaction records. The task is: describe an organic reaction: reactants, conditions, products, and yield Product: O=C1CC[C@H](C2=CC=CC=C12)N1C(C2=CC=CC=C2C1=O)=O ((R)-2-(4-Oxo-1,2,3,4-tetrahydronaphthalen-1-yl)isoindoline-1,3-dione). Procedure: 1,3-Dioxolane of (R)-tert-butyl 4-fluoro-2-(5-nitro-4-(4-oxo-1,2,3,4-tetrahydronaphthalen-1-ylamino)pyrimidin-2-ylamino)phenylcarbamate. A solution of tert-butyl 4 fluoro-2-(5-nitro-4-thiocyanatopyrimidin-2-ylamino)phenylcarbamate (170 mg), 1,3-Dioxolane of (R)-4-amino-3,4-dihydronaphthalen-1(2H)-one (85 mg), and TEA (0.2 mL) in DMF (5 mL) was stirred at room temperature overnight. The reaction mixture was diluted with EtOAc, washed with saturated brine, dried over MgSO4, and concentrated in vac... RXN SMILES: [O:1]1[CH2:5][CH2:4]OC1.FC1C=CC(NC(=O)OC(C)(C)C)=C(NC2N=C(N[C@H:29]3[C:38]4C(=CC=C[CH:37]=4)[C:32](=[O:39])[CH2:31][CH2:30]3)C([N+]([O-])=O)=CN=2)C=1.FC1C=CC(NC(=O)OC(C)(C)C)=C(NC2N=C(SC#N)C([N+]([O-])=O)=CN=2)C=1.[NH2:71][C@H:72]1[C:81]2[C:76](=[CH:77][CH:78]=[CH:79][CH:80]=2)[C:75](=[O:82])[CH2:74][CH2:73]1>CN(C=O)C.CCOC(C)=O>[O:82]=[C:75]1[C:76]2[C:81](=[CH:80][CH:79]=[CH:78][CH:77]=2)[C@H:72]([N:71]2[C:5](=[O:1])[C:4]3[C:31](=[CH:30][CH:29]=[CH:38][CH:37]=3)[C:32]2=[O:39])[CH2:73][CH2:74]1. The reactants are O1COCC1 (1,3-Dioxolane), FC1=CC(=C(C=C1)NC(OC(C)(C)C)=O)NC1=NC=C(C(=N1)SC#N)[N+](=O)[O-] (tert-butyl 4 fluoro-2-(5-nitro-4-thiocyanatopyrimidin-2-ylamino)phenylcarbamate), O1COCC1 (1,3-Dioxolane), N[C@@H]1CCC(C2=CC=CC=C12)=O ((R)-4-amino-3,4-dihydronaphthalen-1(2H)-one), TEA, FC1=CC(=C(C=C1)NC(OC(C)(C)C)=O)NC1=NC=C(C(=N1)N[C@@H]1CCC(C2=CC=CC=C12)=O)[N+](=O)[O-] ((R)-tert-butyl 4-fluoro-2-(5-nitro-4-(4-oxo-1,2,3,4-tetrahydronaphthalen-1-ylamino)pyrimidin-2-ylamino)phenylcarbamate). The solvent is CCOC(=O)C (EtOAc), CN(C)C=O (DMF). Starting materials: BrCCCCBr, CCCC[N+](CCCC)(CCCC)CCCC, COc1ccc(CCO)cc1, [Na+], [OH-], O, O=S(=O)([O-])O. Product: COc1ccc(CCOCCCCBr)cc1. RXN SMILES: [Br:12][CH2:13][CH2:14][CH2:15][CH2:16][Br:17].[CH2:25]([N+:26]([CH2:27][CH2:28][CH2:29][CH3:30])([CH2:31][CH2:32][CH2:33][CH3:34])[CH2:35][CH2:36][CH2:37][CH3:38])[CH2:39][CH2:40][CH3:41].[CH3:1][O:2][c:3]1[cH:4][cH:5][c:6]([CH2:9][CH2:10][OH:11])[cH:7][cH:8]1.[Na+:19].[OH-:18].[OH2:42].[S:20](=[O:21])(=[O:22])([OH:23])[O-:24]>>[CH3:1][O:2][c:3]1[cH:4][cH:5][c:6]([CH2:9][CH2:10][O:11][CH2:16][CH2:15][CH2:14][CH2:13][Br:12])[cH:7][cH:8]1. Reactants: [N+](=O)([O-])[O-].[K+] (KNO3), ice H2O, nitrotetrazoloquinoxalinone, OS(=O)(=O)O (H2SO4), [N+](=O)([O-])C=1C=C2NC(C=3N(C2=CC1)N=NN3)=O (7-nitrotetrazolo[1,5-a]quinoxalin-4(5H)-one), [N+](=O)([O-])C=1C=C2N=CC=3N(C2=CC1)N=NN3 (7-nitrotetrazolo[1,5-a]quinoxaline), OO (H2O2). Solvent: O (H2O), CC(=O)O (AcOH). Run at temperature 85 celsius. The product is [N+](=O)([O-])C=1C=C2NC(C=3N(C2=CC1[N+](=O)[O-])N=NN3)=O (7,8-dinitrotetrazolo[1,5-a]quinoxalin-4(5H)-one). RXN SMILES: [N+:1](C1C=C2C(=CC=1)N1N=NN=C1C=N2)([O-:3])=[O:2].OO.[N+:19]([C:22]1[CH:23]=[C:24]2[C:29](=[CH:30][CH:31]=1)[N:28]1[N:32]=[N:33][N:34]=[C:27]1[C:26](=[O:35])[NH:25]2)([O-:21])=[O:20].OS(O)(=O)=O.[N+]([O-])([O-])=O.[K+]>O.CC(O)=O>[N+:19]([C:22]1[CH:23]=[C:24]2[C:29](=[CH:30][C:31]=1[N+:1]([O-:3])=[O:2])[N:28]1[N:32]=[N:33][N:34]=[C:27]1[C:26](=[O:35])[NH:25]2)([O-:21])=[O:20] |f:4.5|. Procedure details: The nitrotetrazoloquinoxaline (23) (1.84 g, 8.51 mmol) was added to a mixture of 15 ml of glacial AcOH and 20 ml of 30% H2O2 and heated at 85° C. in an oil bath for 16 hours. Upon cooling, the mixture was diluted with H2O (50 ml) and the precipitate collected by filtration. Recrystallization from 40 ml of 50% aq. DMF gave 1.29 g of yellow flocculant needles comprising 7-nitrotetrazolo[1,5-a]quinoxalin-4(5H)-one (24). This nitrotetrazoloquinoxalinone (3.00 g, 12.9 mmol) was added to conc. H2SO4 (... Starting materials: COC(=O)[C@H]1N(CC[C@H]1C)[C@@H](C)C1=CC=CC=C1 ((2S,3R)-3-methyl-1-((S)-1-phenyl-ethyl)-pyrrolidine-2-carboxylic acid methyl ester), C[Al](C)C (Trimethylaluminum), [NH4+].[Cl-] (NH4Cl), C (methane). Solvent: C1(=CC=CC=C1)C (toluene), C1(=CC=CC=C1)C (toluene). Conditions: time 15 minute. The product is C[C@H]1[C@H](N(CC1)[C@@H](C)C1=CC=CC=C1)C(=O)N ((2S,3R)-3-Methyl-1-((S)-1-phenyl-ethyl)-pyrrolidine-2-carboxylic acid amide). RXN SMILES: C[Al](C)C.[NH4+:5].[Cl-].C.C[O:9][C:10]([C@@H:12]1[C@H:16]([CH3:17])[CH2:15][CH2:14][N:13]1[C@H:18]([C:20]1[CH:25]=[CH:24][CH:23]=[CH:22][CH:21]=1)[CH3:19])=O>C1(C)C=CC=CC=1>[CH3:17][C@@H:16]1[CH2:15][CH2:14][N:13]([C@H:18]([C:20]2[CH:25]=[CH:24][CH:23]=[CH:22][CH:21]=2)[CH3:19])[C@@H:12]1[C:10]([NH2:5])=[O:9] |f:1.2|. Procedure details: Trimethylaluminum in toluene (2 M, 6.46 mmol) was added dropwise to a mixture of NH4Cl (6.47 mmol) in toluene (3.2 mL) at 0° C. with the formation of methane gas. The reaction mixture was allowed to warm to rt, stirred for a further 15 min and then slowly treated with (2S,3R)-3-methyl-1-((S)-1-phenyl-ethyl)-pyrrolidine-2-carboxylic acid methyl ester (prepared as described in Tet. Lett. 1997, 38, 85-88) (6.47 mmol). After stirring for 56 h, the mixture was cooled to 0° C., quenched with 1M HCl an... Reactants: C1CNC1, CS(C)=O, Cl, O=C1CCc2cc(F)ccc21, [K+], [K+], O=C([O-])[O-]. Yields the product O=C1CCc2cc(N3CCC3)ccc21. RXN SMILES: [CH2:12]1[CH2:13][NH:14][CH2:15]1.[CH3:23][S:24]([CH3:25])=[O:26].[ClH:16].[F:1][c:2]1[cH:3][c:4]2[c:8]([cH:9][cH:10]1)[C:7](=[O:11])[CH2:6][CH2:5]2.[K+:17].[K+:18].[O-:19][C:20]([O-:21])=[O:22]>>[c:2]1([N:14]2[CH2:13][CH2:12][CH2:15]2)[cH:3][c:4]2[c:8]([cH:9][cH:10]1)[C:7](=[O:11])[CH2:6][CH2:5]2. Reactants: C1(=CC=CC=C1)P(C1=CC=CC=C1)C1=CC=CC=C1 (triphenylphosphine), C(C)O (ethanol), N(=NC(=O)OCC)C(=O)OCC (diethyl azodicarboxylate), C(C)O (ethanol), N(=NC(=O)OCC)C(=O)OCC (Diethyl azodicarboxylate), ClC1=CC(=C(NC2=NC=NC3=CC(=C(C=C23)OC)O)C=C1)F (4-(4-chloro-2-fluoroanilino)-7-hydroxy-6-methoxyquinazoline), C1(=CC=CC=C1)P(C1=CC=CC=C1)C1=CC=CC=C1 (triphenylphosphine). Run in C(Cl)Cl (methylene chloride). Conditions: time 1 hour. The product is Cl.N1=CN=CC2=CC=CC=C12 (quinazoline hydrochloride). The yield is 150.1%. RXN SMILES: N(C(OCC)=O)=NC(OCC)=O.[Cl:13]C1C=CC(N[C:19]2[C:28]3[C:23](=[CH:24][C:25](O)=[C:26](OC)[CH:27]=3)[N:22]=[CH:21][N:20]=2)=C(F)C=1.C1(P(C2C=CC=CC=2)C2C=CC=CC=2)C=CC=CC=1.C(O)C>C(Cl)Cl>[ClH:13].[N:22]1[C:23]2[C:28](=[CH:27][CH:26]=[CH:25][CH:24]=2)[CH:19]=[N:20][CH:21]=1 |f:5.6|. Procedure details: Diethyl azodicarboxylate (209 mg, 1.2 mmol) was added dropwise to a mixture of 4-(4-chloro-2-fluoroanilino)-7-hydroxy-6-methoxyquinazoline (128 mg, 0.4 mmol), (prepared as described for the starting material in Example 2), triphenylphosphine (314 mg, 1.2 mmol) and 22-morpholinoethoxy)ethanol (97 mg, 0.56 mmol) in methylene chloride (4 ml) under nitrogen. The mixture was stirred for 1 hour at ambient temperature, triphenylphosphine (105 mg, 0.4 mmol), 22-morpholinoethoxy)ethanol (49 mg, 0.28 mmol... Starting materials: [Ag+], CC1(C)OC(=O)c2ccc(C(Br)Br)cc2O1, CC(C)=O, O=[N+]([O-])[O-], O. Product: CC1(C)OC(=O)c2ccc(C=O)cc2O1. Reaction SMILES: [Ag+:26].[Br:1][CH:2]([c:3]1[cH:4][cH:5][c:6]2[c:7]([cH:15]1)[O:8][C:9]([CH3:13])([CH3:14])[O:10][C:11]2=[O:12])[Br:16].[CH3:17][C:18]([CH3:19])=[O:20].[N+:22]([O-:23])([O-:24])=[O:25].[OH2:21]>>[CH:2]([c:3]1[cH:4][cH:5][c:6]2[c:7]([cH:15]1)[O:8][C:9]([CH3:13])([CH3:14])[O:10][C:11]2=[O:12])=[O:20]. Reactants: C1=CC=CC=C1 (benzene), C1(CCCCC1)O (cyclohexanol), C(C)(=O)OCC (ethyl acetate), C(C)(=O)OCC (ethyl acetate). The reagents and catalysts are [Ru] (Ruthenium). Run at time 28 hour. The product is C(C)(=O)OC1CCCCC1 (cyclohexyl acetate). Reaction SMILES: [CH:1]1[CH:6]=[CH:5][CH:4]=[CH:3][CH:2]=1.C1(O)CCCCC1.[C:14]([O:17]CC)(=[O:16])[CH3:15]>[Ru]>[C:14]([O:17][CH:1]1[CH2:6][CH2:5][CH2:4][CH2:3][CH2:2]1)(=[O:16])[CH3:15]. Procedure details: When a benzene solution containing 15 mmols of cyclohexanol, 5 mmols of ethyl acetate and 0.05 mmols of complex 1 was refluxed under argon atmosphere, GC analysis after 28 hrs showed that all of the ethyl acetate disappeared and cyclohexyl acetate was formed as a single product (Table 8, entry 1). 1H NMR and GC-MS of the isolated product were identical to cyclohexyl acetate prepared by refluxing neat acetic anhydride with cyclohexanol. The reactants are Cc1c(Br)cccc1CNC(=O)OC(C)(C)C, C1COCCO1, CC(C)(C)[Si](C)(C)OCc1cccc(B(O)O)c1, [K+], [K+], O=C([O-])[O-], CC(=O)[O-], CC(=O)[O-], [Pd+2], c1ccc(P(c2ccccc2)c2ccccc2)cc1. Yields the product Cc1c(CNC(=O)OC(C)(C)C)cccc1-c1cccc(CO[Si](C)(C)C(C)(C)C)c1. As a reaction SMILES: [Br:26][c:27]1[c:28]([CH3:42])[c:29]([CH2:33][NH:34][C:35]([O:36][C:37]([CH3:38])([CH3:39])[CH3:40])=[O:41])[cH:30][cH:31][cH:32]1.[CH2:61]1[O:62][CH2:63][CH2:64][O:65][CH2:66]1.[CH3:43][C:44]([CH3:45])([CH3:46])[Si:47]([O:48][CH2:49][c:50]1[cH:51][c:52]([B:56]([OH:57])[OH:58])[cH:53][cH:54][cH:55]1)([CH3:59])[CH3:60].[K+:20].[K+:21].[O-:22][C:23]([O-:24])=[O:25].[O-:68][C:69]([CH3:70])=[O:71].[O-:72][C:73]([CH3:74])=[O:75].[Pd+2:67].[c:1]1([P:2]([c:3]2[cH:4][cH:5][cH:6][cH:7][cH:8]2)[c:9]2[cH:10][cH:11][cH:12][cH:13][cH:14]2)[cH:15][cH:16][cH:17][cH:18][cH:19]1>>[c:27]1(-[c:52]2[cH:51][c:50]([CH2:49][O:48][Si:47]([C:44]([CH3:43])([CH3:45])[CH3:46])([CH3:59])[CH3:60])[cH:55][cH:54][cH:53]2)[c:28]([CH3:42])[c:29]([CH2:33][NH:34][C:35]([O:36][C:37]([CH3:38])([CH3:39])[CH3:40])=[O:41])[cH:30][cH:31][cH:32]1.